This data is from the Open Reaction Database (ORD), a public repository of structured organic reaction records. The task is: describe an organic reaction: reactants, conditions, products, and yield Reactants: CC(C)(C)c1nc(-c2cccc(N)c2F)c(-c2ccnc(Cl)n2)s1, ClCCl, O=S(=O)(Cl)c1cc(F)ccc1F, c1ccncc1. The product is CC(C)(C)c1nc(-c2cccc(NS(=O)(=O)c3cc(F)ccc3F)c2F)c(-c2ccnc(Cl)n2)s1. Reaction SMILES: [Cl:1][c:2]1[n:3][cH:4][cH:5][c:6](-[c:8]2[c:9](-[c:17]3[c:18]([F:24])[c:19]([NH2:20])[cH:21][cH:22][cH:23]3)[n:10][c:11]([C:13]([CH3:14])([CH3:15])[CH3:16])[s:12]2)[n:7]1.[Cl:43][CH2:44][Cl:45].[F:31][c:32]1[c:33]([S:39](=[O:40])(=[O:41])[Cl:42])[cH:34][c:35]([F:38])[cH:36][cH:37]1.[cH:25]1[cH:26][cH:27][n:28][cH:29][cH:30]1>>[Cl:1][c:2]1[n:3][cH:4][cH:5][c:6](-[c:8]2[c:9](-[c:17]3[c:18]([F:24])[c:19]([NH:20][S:39]([c:33]4[c:32]([F:31])[cH:37][cH:36][c:35]([F:38])[cH:34]4)(=[O:40])=[O:41])[cH:21][cH:22][cH:23]3)[n:10][c:11]([C:13]([CH3:14])([CH3:15])[CH3:16])[s:12]2)[n:7]1.